describe an organic reaction: reactants, conditions, products, and yield From a dataset of the Open Reaction Database (ORD), a public repository of structured organic reaction records. Starting materials: ClC1=CC=C(C=C1)N(C(=O)[C@H]1C[C@@H](N(C2=CC=CC=C12)C(=O)C1=CC2=C(S1)C=CC=C2)C)CC ((±)-trans-1-(Benzo[b]thiophene-2-carbonyl)-2-methyl-1,2,3,4-tetrahydro-quinoline-4-carboxylic acid (4-chloro-phenyl)-ethyl-amide), C1=CC=C2C(=C1)C=C(S2)C(=O)O (thianaphthene-2-carboxylic acid), C(C(=O)Cl)(=O)Cl (oxalyl chloride), CN(C=O)C (dimethylformamide). The solvent is C(Cl)Cl (methylene chloride). The product is S1C2=C(C=C1C(=O)Cl)C=CC=C2 (Benzo[b]thiophene-2-carbonyl chloride). RXN SMILES: ClC1C=CC(N(CC)C([C@@H]2C3C(=CC=CC=3)N([C:21]([C:23]3[S:27][C:26]4[CH:28]=[CH:29][CH:30]=[CH:31][C:25]=4[CH:24]=3)=[O:22])[C@@H](C)C2)=O)=CC=1.C1C=C2C=C(C(O)=O)SC2=CC=1.C(Cl)(=O)C([Cl:50])=O.CN(C)C=O>C(Cl)Cl>[S:27]1[C:23]([C:21]([Cl:50])=[O:22])=[CH:24][C:25]2[CH:31]=[CH:30][CH:29]=[CH:28][C:26]1=2. Procedure: (±)-trans-1-(Benzo[b]thiophene-2-carbonyl)-2-methyl-1,2,3,4-tetrahydro-quinoline-4-carboxylic acid (4-chloro-phenyl)-ethyl-amide was made following general procedure A, substituting benzo[b]thiophene-2-carbonyl chloride for 4-trifluoromethyl-benzoyl chlorided. Benzo[b]thiophene-2-carbonyl chloride was prepared by reaction of thianaphthene-2-carboxylic acid with oxalyl chloride and dimethylformamide in methylene chloride. The crude 1-(benzo[b]thiophene-2-carbonyl)-2-methyl-1,2,3,4-tetrahydro-quin...